This data is from the Open Reaction Database (ORD), a public repository of structured organic reaction records. The task is: describe an organic reaction: reactants, conditions, products, and yield The reactants are O=C([O-])[O-], CC(C)(C)OC(=O)N1CCC(Oc2cccc(Cn3cnc4cc(-c5ccc(Cl)cc5)sc4c3=O)n2)CC1, ClCCl, O=C(O)C(F)(F)F, [Na+], [Na+]. The product is O=c1c2sc(-c3ccc(Cl)cc3)cc2ncn1Cc1cccc(OC2CCNCC2)n1. Reaction SMILES: [C:46](=[O:47])([O-:48])[O-:49].[Cl:1][c:2]1[cH:3][cH:4][c:5](-[c:8]2[cH:9][c:10]3[n:11][cH:12][n:13]([CH2:18][c:19]4[cH:20][cH:21][cH:22][c:23]([O:25][CH:26]5[CH2:27][CH2:28][N:29]([C:32]([O:33][C:34]([CH3:35])([CH3:36])[CH3:37])=[O:38])[CH2:30][CH2:31]5)[n:24]4)[c:14](=[O:17])[c:15]3[s:16]2)[cH:6][cH:7]1.[Cl:52][CH2:53][Cl:54].[F:39][C:40]([F:41])([F:42])[C:43]([OH:44])=[O:45].[Na+:50].[Na+:51]>>[Cl:1][c:2]1[cH:3][cH:4][c:5](-[c:8]2[cH:9][c:10]3[n:11][cH:12][n:13]([CH2:18][c:19]4[cH:20][cH:21][cH:22][c:23]([O:25][CH:26]5[CH2:27][CH2:28][NH:29][CH2:30][CH2:31]5)[n:24]4)[c:14](=[O:17])[c:15]3[s:16]2)[cH:6][cH:7]1. Reported procedure: Following the procedure of Example 1, ethyl o-aminosulfonylbenzeneacetate was reacted with n-butyl isocyanate to form the N-(n-butyl)sulfonylurea derivative; m.p. 140°-142°. Reaction SMILES: [NH2:1][S:2]([C:5]1[CH:10]=[CH:9][CH:8]=CC=1CC(OCC)=O)(=[O:4])=[O:3].C([N:21]=[C:22]=[O:23])CCC>>[CH2:5]([S:2]([NH:1][C:22]([NH2:21])=[O:23])(=[O:3])=[O:4])[CH2:10][CH2:9][CH3:8]. The reactants are NS(=O)(=O)C1=C(C=CC=C1)CC(=O)OCC (ethyl o-aminosulfonylbenzeneacetate), C(CCC)N=C=O (n-butyl isocyanate). The product is C(CCC)S(=O)(=O)NC(=O)N (N-(n-butyl)sulfonylurea). Reactants: O=O (oxygen), C1=CC=CC=2C3=CC=CC=C3CC12 (fluorene), N1=CC=CC=C1 (pyridine), [OH-].C(C1=CC=CC=C1)[N+](C)(C)C (benzyltrimethylammonium hydroxide). Solvent: CO (methanol), O (water). Yields the product C1(C=CC=C2C3=CC=CC=C3C=C12)=O (fluorenone). Isolated yield 94.0%. Reaction SMILES: [CH:1]1[C:13]2[CH2:12][C:11]3[C:6](=[CH:7][CH:8]=[CH:9][CH:10]=3)[C:5]=2[CH:4]=[CH:3][CH:2]=1.N1C=CC=CC=1.[OH-:20].C([N+](C)(C)C)C1C=CC=CC=1.O=O>O.CO>[C:1]1(=[O:20])[C:13]2[C:5]([C:6]3[C:11]([CH:12]=2)=[CH:10][CH:9]=[CH:8][CH:7]=3)=[CH:4][CH:3]=[CH:2]1 |f:2.3|. Reported procedure: Into a 150 ml three-necked flask, 6.5 g of the thus obtained fluorene compound and 100 ml of pyridine were introduced. The mixture was cooled with ice and then 0.5 ml of a 40% methanol solution of benzyltrimethylammonium hydroxide was added thereto. The resulting mixture was stirred for one hour in an oxygen stream. After completion of the reaction, the contents were poured into 100 ml of water, resulting in a yellow precipitate. This precipitate was filtered off, washed with diluted hydrochlori... Reactants: I(=O)(=O)(=O)[O-] (periodate), [OH-].[Na+] (sodium hydroxide), OO (hydrogen peroxide). Conditions: temperature 70 celsius. Yields the product I(=O)(=O)(=O)[O-].[OH-].[Na+].OO (Periodate Sodium Hydroxide Hydrogen Peroxide). Reaction SMILES: [I:1]([O-:5])(=[O:4])(=[O:3])=[O:2].[OH-:6].[Na+:7].[OH:8]O>>[I:1]([O-:5])(=[O:4])(=[O:3])=[O:2].[OH-:6].[Na+:7].[OH:6][OH:8] |f:1.2,4.5.6.7|. Reported procedure: Through a fouled membrane module, precleaned through a back flush, an aqueous solution containing periodate (1.2 mM), sodium hydroxide (0.11 M) is recirculated. During the cleaning procedure hydrogen peroxide is dosed (total amount 45 mmol/liter). The temperature of the treatment is maintained at 70° C. throughout the whole procedure. After 45 minutes the module is removed from the solution. The clean water flux after this treatment is 40,700 1.m−2.hr−1.bar−1.